This data is from the Open Reaction Database (ORD), a public repository of structured organic reaction records. The task is: describe an organic reaction: reactants, conditions, products, and yield Reactants: IC (iodomethane), C(C1=CC=CC=C1)OC(CCC1CCN(CC1)C(=O)OC(C)(C)C)=O (tert-butyl 4-[3-(benzyloxy)-3-oxopropyl]piperidine-1-carboxylate), [Li+].CC(C)[N-]C(C)C.C1CCCCC1 (LDA cyclohexane). Run in C1CCOC1 (THF), C1CCOC1 (THF), CCOCC (ether). Run at temperature -78 celsius, time 45 minute. The product is C(C1=CC=CC=C1)OC(C(CC1CCN(CC1)C(=O)OC(C)(C)C)C)=O (tert-butyl 4-[3-(benzyloxy)-2-methyl-3-oxopropyl]piperidine-1-carboxylate). As a reaction SMILES: [Li+].[CH3:2]C([N-]C(C)C)C.C1CCCCC1.[CH2:15]([O:22][C:23](=[O:39])[CH2:24][CH2:25][CH:26]1[CH2:31][CH2:30][N:29]([C:32]([O:34][C:35]([CH3:38])([CH3:37])[CH3:36])=[O:33])[CH2:28][CH2:27]1)[C:16]1[CH:21]=[CH:20][CH:19]=[CH:18][CH:17]=1.IC>C1COCC1.CCOCC>[CH2:15]([O:22][C:23](=[O:39])[CH:24]([CH3:2])[CH2:25][CH:26]1[CH2:31][CH2:30][N:29]([C:32]([O:34][C:35]([CH3:36])([CH3:38])[CH3:37])=[O:33])[CH2:28][CH2:27]1)[C:16]1[CH:21]=[CH:20][CH:19]=[CH:18][CH:17]=1 |f:0.1.2|. Procedure: To a cooled (−78° C.) solution of 1.5M LDA/cyclohexane (6.48 mL, 9.73 mmol) in 50 mL of THF was added dropwise under a nitrogen atmosphere a solution of tert-butyl 4-[3-(benzyloxy)-3-oxopropyl]piperidine-1-carboxylate (2.60 g, 7.48 mmol) in 20 mL of THF. The resulting mixture was stirred at −78° C. for 45 min then was treated dropwise with neat iodomethane (1.40 mL, 22.4 mmol). After stirring at −78° C. for an additional 30 min, the reaction mixture was permitted to warm to rt and stir overnight... RXN SMILES: [N:1]12[CH2:8][CH2:7][CH:4]([CH2:5][CH2:6]1)[CH:3]([OH:9])[CH2:2]2.[Na].[CH3:11][C:12]1[C:21]([C:22](OCC)=[O:23])=[C:15]2[CH:16]=[CH:17][CH:18]=[C:19]([CH3:20])[N:14]2[N:13]=1>C1C=CC=CC=1>[CH3:11][C:12]1[C:21]([C:22]([O:9][CH:3]2[CH:4]3[CH2:7][CH2:8][N:1]([CH2:6][CH2:5]3)[CH2:2]2)=[O:23])=[C:15]2[CH:16]=[CH:17][CH:18]=[C:19]([CH3:20])[N:14]2[N:13]=1 |^1:9|. Conditions: time 3 hour. Reported procedure: After a suspension of 350 mg (2.76 mmol) of 3-quinuclidinol in 30 ml of benzene was refluxed for 1.0 hours by using a Dean-Stark apparatus, 0.1 g of metal sodium was added and the resultant mixture was refluxed under stirring for further 3 hours. Unreacted sodium was removed and 200 mg (0.92 mmol) of ethyl 2,7-dimethylpyrazolo[1,5-a]pyridine-3-carboxylate were added, followed by heating under reflux for 24 hours. The solvent of the reaction mixture was distilled off under reduced pressure and th... The product is CC1=NN2C(C=CC=C2C)=C1C(=O)OC1CN2CCC1CC2 (1-azabicyclo[2.2.2]oct-3-yl 2,7-dimethylpyrazolo[1,5-a]pyridine-3-carboxylate), crystals. The reactants are [Na] (sodium), [Na] (sodium), CC1=NN2C(C=CC=C2C)=C1C(=O)OCC (ethyl 2,7-dimethylpyrazolo[1,5-a]pyridine-3-carboxylate), resultant mixture, metal, N12CC(C(CC1)CC2)O (3-quinuclidinol). The solvent is C1=CC=CC=C1 (benzene). Isolated yield 22.0%. Starting materials: O.O.[Cr](=O)(=O)([O-])O[Cr](=O)(=O)[O-].[Na+].[Na+] (Sodium dichromate dihydrate), C(C)(=O)OC(C)=O (acetic anhydride), C(C)(=O)C1=CC=2CC3=CC=CC=C3C2C=C1 (2-Acetylfluorene). Run in O (water), C(C)(=O)O (acetic acid). Conditions: temperature 120 celsius, time 16 hour. Yields the product C(=O)(O)C=1C(C2=CC3=CC=CC=C3C2=CC1)=O (2-carboxyfluorenone). RXN SMILES: C([C:4]1[CH:16]=[CH:15][C:14]2[C:13]3[C:8](=[CH:9]C=[CH:11][CH:12]=3)[CH2:7][C:6]=2[CH:5]=1)(=O)C.[OH2:17].O.[Cr](O[Cr]([O-])(=O)=O)([O-])(=O)=O.[Na+].[Na+].C([O:33][C:34](=[O:36])[CH3:35])(=O)C>C(O)(=O)C.O>[C:34]([C:35]1[C:9](=[O:17])[C:8]2[C:13](=[CH:12][CH:11]=1)[C:14]1[C:6](=[CH:5][CH:4]=[CH:16][CH:15]=1)[CH:7]=2)([OH:33])=[O:36] |f:1.2.3.4.5|. Procedure details: 2-Acetylfluorene (25.5 g, 0.12 mole) was dissolved in glacial acetic acid (325 mL). Sodium dichromate dihydrate (345 g, 1.16 mole) and acetic anhydride (138.4 mL, 1.46 mole) were added to the solution. The temperature of the reaction solution was increased to 120° C. (with reflux apparatus). The reaction was allowed to proceed for 16 hours. The reaction solution was cooled and diluted with distilled water (1.8 L). The solution was heated to approximately 80° C. and filtered. The precipitate was ... Reactants: ClC(CCCC(CC=CC(=CCBr)C)C)(C)C (11-chloro-3,7,11-trimethyldodeca-2,4-dienyl bromide), C(C)NCC (diethylamine), BrCC=C(C=CCC(CCC=C(C)C)C)C (bromo-3,7,11-trimethyldodeca-2,4,10-triene), C1=CC=CC=C1 (benzene). The solvent is C(Cl)Cl (Methylene chloride). As a reaction SMILES: Cl[C:2]([CH3:17])([CH3:16])[CH2:3][CH2:4][CH2:5][CH:6]([CH3:15])[CH2:7][CH:8]=[CH:9][C:10]([CH3:14])=[CH:11][CH2:12]Br.BrCC=C(C)C=CCC(C)CCC=C(C)C.C1C=CC=CC=1.[CH2:40]([NH:42][CH2:43][CH3:44])[CH3:41]>C(Cl)Cl>[CH2:40]([N:42]([CH2:12][CH:11]=[C:10]([CH3:14])[CH:9]=[CH:8][CH2:7][CH:6]([CH3:15])[CH2:5][CH2:4][CH:3]=[C:2]([CH3:17])[CH3:16])[CH2:43][CH3:44])[CH3:41]. Procedure details: Five grams of 1 bromo-3,7,11-trimethyldodeca-2,4,10-triene in 25 ml. of benzene is mixed with 4 g. of diethylamine and the mixture stirred for about three hours. Methylene chloride (50 ml.) is added and the mixture washed with dilute sodium hydroxide and then water and evaporated to yield N,N-diethyl 3,7,11-trimethyldodeca-2,4,10-trienylamine. Product: C(C)N(CC)CC=C(C=CCC(CCC=C(C)C)C)C (N,N-diethyl 3,7,11-trimethyldodeca-2,4,10-trienylamine). The reactants are [N+](=O)([O-])C1=C2C=NNC2=CC=C1 (4-Nitro-1H-indazole), C([O-])([O-])=O.[K+].[K+] (potassium carbonate), CN(C)C=O (DMF). Run in O (Water). Conditions: time 8 hour. Yields the product C(C1=CC=CC=C1)N1N=CC2=C(C=CC=C12)[N+](=O)[O-] (1-benzyl-4-nitro-1H-indazole). RXN SMILES: [N+:1]([C:4]1[CH:12]=[CH:11][CH:10]=[C:9]2[C:5]=1[CH:6]=[N:7][NH:8]2)([O-:3])=[O:2].C(=O)([O-])[O-].[K+].[K+].CN(C=O)C>O>[CH2:6]([N:8]1[C:9]2[C:5](=[C:4]([N+:1]([O-:3])=[O:2])[CH:12]=[CH:11][CH:10]=2)[CH:6]=[N:7]1)[C:5]1[CH:9]=[CH:10][CH:11]=[CH:12][CH:4]=1 |f:1.2.3|. Reported procedure: 4-Nitro-1H-indazole (1.0 g, 6.13 mmol) and potassium carbonate (1.69 g, 12.3 mmol) were added to DMF and stirred at room temperature overnight. Water (50 mL) was added and the product was extracted with ethyl acetate and dried over magnesium sulfate. Crude, brown solid was purified on silica gel using hexanes/ethyl acetate. First isolated peak (730 mg) was the desired 1-benzyl regio-isomer, as confirmed by NMR. The reactants are COC=1C=CC=C(C=O)C1 (5-methoxybenzaldehyde), O=C(C=C)C (3-oxo-1-butene), C([O-])([O-])=O.[K+].[K+] (potassium carbonate), CC(CC)=O (2-butanone). The solvent is O (water). Product: COC=1C=C2C=C(COC2=CC1)C(C)=O (6-METHOXY-3-ACETYL-2H-CHROMENE). RXN SMILES: [CH3:1][O:2][C:3]1[CH:4]=[CH:5][CH:6]=[C:7]([CH:10]=1)[CH:8]=O.[O:11]=[C:12]([CH3:15])[CH:13]=[CH2:14].C(=O)([O-])[O-:17].[K+].[K+].CC(=O)CC>O>[CH3:1][O:2][C:3]1[CH:10]=[C:7]2[C:6](=[CH:5][CH:4]=1)[O:17][CH2:14][C:13]([C:12](=[O:11])[CH3:15])=[CH:8]2 |f:2.3.4|. Procedure: 1.52 g (10 mmol) of 2-hydroxy™5-methoxybenzaldehyde, 0.66 g of 3-oxo-1-butene and 1.4 g (10 mmol) of potassium carbonate are added at room temperature and with magnetic stirring to 40 ml of 2-butanone. The mixture is brought to reflux with stirring and this temperature is maintained for 2 hours. After being cooled, the reaction medium is poured into 100 ml of water and extracted 3 times with 100 ml of diethyl ether. The organic phases are combined, washed to neutrality with saturated aqueous sod... Starting materials: C1(=CC=CC=C1)[C@@H]1NC(N[C@@H]1C1=CC=CC=C1)=S (cis-4,5-Diphenylimidazolidine-2-thione), BrC1=CC=C(CCl)C=C1 (4-bromobenzyl chloride). The solvent is CCO (EtOH). Product: Cl.BrC1=CC=C(CSC=2N[C@@H]([C@@H](N2)C2=CC=CC=C2)C2=CC=CC=C2)C=C1 (2-[(4-Bromobenzyl)thio]-cis-4,5-diphenyl-4,5-dihydro-1H-imidazole hydrochloride). The yield is 80.2%. As a reaction SMILES: [C:1]1([C@H:7]2[C@@H:11]([C:12]3[CH:17]=[CH:16][CH:15]=[CH:14][CH:13]=3)[NH:10][C:9](=[S:18])[NH:8]2)[CH:6]=[CH:5][CH:4]=[CH:3][CH:2]=1.[Br:19][C:20]1[CH:27]=[CH:26][C:23]([CH2:24][Cl:25])=[CH:22][CH:21]=1>CCO>[ClH:25].[Br:19][C:20]1[CH:27]=[CH:26][C:23]([CH2:24][S:18][C:9]2[NH:8][C@H:7]([C:1]3[CH:2]=[CH:3][CH:4]=[CH:5][CH:6]=3)[C@H:11]([C:12]3[CH:13]=[CH:14][CH:15]=[CH:16][CH:17]=3)[N:10]=2)=[CH:22][CH:21]=1 |f:3.4|. Reported procedure: A mixture of intermediate 25 (200 mg, 0.786 mmol) and 4-bromobenzyl chloride (327 mg, 1.57 mmol) in abs. EtOH (2 mL) is heated at 95° C. for 24 h. The reaction mixture is cooled to RT, evaporated to dryness, and the residue suspended in Et2O. The insoluble material is filtered to give 290 mg of the product 237. 1H NMR (DMSO-d6) δ 11.30 (s, 2 H), 7.65 (d, 2 H), 7.58 (d, 2 H), 7.15-6.95 (m, 6 H), 6.90-6.65 (m, 4 H), 5.78 (s, 2 H), 4.80 (s, 2 H); MS: m/z 424 (M++1).